The task is: describe an organic reaction: reactants, conditions, products, and yield. This data is from the Open Reaction Database (ORD), a public repository of structured organic reaction records. The reactants are O=C1C2=CC=CC=C2NC=2C=C(C=CC12)C(=O)O (9-Oxo-9,10-dihydro-acridine-3-carboxylic acid), amine, COC(C(C)(C)N)=O (2-Amino-2-methyl-propionic acid methyl ester). Yields the product O=C1C2=CC=CC=C2NC=2C=C(C=CC12)C(=O)NC(C)(C(=O)OC)C (N-[(9,10-Dihydro-9-oxo-3-acridinyl)carbonyl]-2-methyl-alanine, methyl ester). As a reaction SMILES: [O:1]=[C:2]1[C:15]2[CH:14]=[CH:13][C:12]([C:16]([OH:18])=O)=[CH:11][C:10]=2[NH:9][C:8]2[C:3]1=[CH:4][CH:5]=[CH:6][CH:7]=2.[CH3:19][O:20][C:21](=[O:26])[C:22]([NH2:25])([CH3:24])[CH3:23]>>[O:1]=[C:2]1[C:15]2[CH:14]=[CH:13][C:12]([C:16]([NH:25][C:22]([CH3:24])([C:21]([O:20][CH3:19])=[O:26])[CH3:23])=[O:18])=[CH:11][C:10]=2[NH:9][C:8]2[C:3]1=[CH:4][CH:5]=[CH:6][CH:7]=2. Procedure details: Example 128 was prepared from compound 1C by a route analogous to that used for the preparation of Example 1, replacing the amine in Step E with 2-Amino-2-methyl-propionic acid methyl ester. HPLC retention time=2.453 min./condition A. Reactants: [Si](C)(C)(C(C)(C)C)OCC1(CCC1)C(C)O (1-[1-({[tert-Butyl(dimethyl)silyl]oxy}methyl)cyclobutyl]ethanol), Cl (hydrochloric acid), [F-].C(CCC)[N+](CCCC)(CCCC)CCCC (tetrabutylammonium fluoride). Run in O1CCCC1 (tetrahydrofuran). Reaction conditions: time 5 hour. The product is OCC1(CCC1)C(C)O (1-[1-(hydroxymethyl)cyclobutyl]ethanol), compound. Isolated yield 79.0%. As a reaction SMILES: [Si]([O:8][CH2:9][C:10]1([CH:14]([OH:16])[CH3:15])[CH2:13][CH2:12][CH2:11]1)(C(C)(C)C)(C)C.[F-].C([N+](CCCC)(CCCC)CCCC)CCC.Cl>O1CCCC1>[OH:8][CH2:9][C:10]1([CH:14]([OH:16])[CH3:15])[CH2:13][CH2:12][CH2:11]1 |f:1.2|. Reported procedure: 1-[1-({[tert-Butyl(dimethyl)silyl]oxy}methyl)cyclobutyl]ethanol (3.2 g) was dissolved in tetrahydrofuran (30 mL), tetrabutylammonium fluoride (32 mL, 1.0 M tetrahydrofuran solution) was added dropwise, and the mixture was stirred at room temperature for 5 hr. The reaction mixture was added to 1 M hydrochloric acid, and the mixture was extracted with ethyl acetate/2-propanol (3/1). The organic layer was dried over anhydrous magnesium sulfate, and the solvent was evaporated under reduced pressure.... Reactants: C([O-])(O)=O.[Na+] (sodium bicarbonate), C(C)N(C1=CC=C(C=C1)S(=O)(=O)N1C(CC(C1)O[Si](C)(C)C(C)(C)C)=S)CC (1-[[4-(diethylamino)-phenyl]-sulphonyl]-4-[(1,1-dimethylethyl)-dimethylsilyloxy]-2-pyrrolidine thione). Solvent: C(Cl)Cl (methylene chloride). Conditions: time 16 hour. Product: C(C)N(C1=CC=C(C=C1)S(=O)(=O)N1C(CC(C1)O)=S)CC (1-[[4-(diethylamino)-phenyl]-sulphonyl]-4-hydroxy-2-pyrrolidine thione). The yield is 72.6%. RXN SMILES: C(=O)(O)[O-].[Na+].[CH2:6]([N:8]([CH2:32][CH3:33])[C:9]1[CH:14]=[CH:13][C:12]([S:15]([N:18]2[CH2:22][CH:21]([O:23][Si](C(C)(C)C)(C)C)[CH2:20][C:19]2=[S:31])(=[O:17])=[O:16])=[CH:11][CH:10]=1)[CH3:7]>C(Cl)Cl>[CH2:32]([N:8]([CH2:6][CH3:7])[C:9]1[CH:14]=[CH:13][C:12]([S:15]([N:18]2[CH2:22][CH:21]([OH:23])[CH2:20][C:19]2=[S:31])(=[O:16])=[O:17])=[CH:11][CH:10]=1)[CH3:33] |f:0.1|. Procedure: 30 cm3 of sodium bicarbonate is added at -20° C. over one hour to a solution of 1.3 g of 1-[[4-(diethylamino)-phenyl]-sulphonyl]-4-[(1,1-dimethylethyl)-dimethylsilyloxy]-2-pyrrolidine thione obtained above, in 30 cm3 of methylene chloride. The mixture is agitated for 16 hours at ambient temperature, decanted, extracted with methylene chloride, the extracts are dried and evaporated to dryness. After crystallization from a chloroform - hexane mixture, 700 mg of the desired product is obtained. M.p... The reactants are C(C)(C)(C)ONC([C@H](CS(=O)(=O)C1=CC=C(C=C1)OC1=CC=CC=C1)NC([C@@H](N)C(C)C)=O)=O ((R)-N-tert-butoxy-2-valinamido-3-(4-phenoxyphenylsulfonyl)-propionamide), CO.C(Cl)Cl (methanol methylene chloride). Run in ClCCCl (1,2-dichloroethane). Conditions: time 24 hour. The product is Cl.ONC([C@H](CS(=O)(=O)C1=CC=C(C=C1)OC1=CC=CC=C1)NC([C@@H](N)C(C)C)=O)=O ((R)-N-hydroxy-2-valinamido-3-(4-phenoxyphenylsulfonyl)-propionamide hydrochloride). RXN SMILES: C([O:5][NH:6][C:7](=[O:34])[C@@H:8]([NH:26][C:27](=[O:33])[C@H:28]([CH:30]([CH3:32])[CH3:31])[NH2:29])[CH2:9][S:10]([C:13]1[CH:18]=[CH:17][C:16]([O:19][C:20]2[CH:25]=[CH:24][CH:23]=[CH:22][CH:21]=2)=[CH:15][CH:14]=1)(=[O:12])=[O:11])(C)(C)C.CO.C(Cl)[Cl:38]>ClCCCl>[ClH:38].[OH:5][NH:6][C:7](=[O:34])[C@@H:8]([NH:26][C:27](=[O:33])[C@H:28]([CH:30]([CH3:32])[CH3:31])[NH2:29])[CH2:9][S:10]([C:13]1[CH:14]=[CH:15][C:16]([O:19][C:20]2[CH:25]=[CH:24][CH:23]=[CH:22][CH:21]=2)=[CH:17][CH:18]=1)(=[O:11])=[O:12] |f:1.2,4.5|. Procedure: A solution of (R)-N-tert-butoxy-2-valinamido-3-(4-phenoxyphenylsulfonyl)-propionamide (1.6 g) in 1,2-dichloroethane (50 ml) was cooled to -20° C. and bubbled for 15-20 minutes with hydrochloric acid gas in a pressure tube. The flask was then sealed and the mixture stirred for 24 hours. After cooling the tube was cautiously vented and its contents evaporated to yield a gum, which upon trituration with ethyl acetate gave a crude product as a white powder. This product was stirred overnight with 10... The reactants are FC(C(CC(=O)OCC)=O)(F)F (ethyl 4,4,4-trifluoroacetoacetate), FC(C(CC(=O)OCC)=O)(F)F (ethyl 4,4,4-trifluoroacetoacetate), [BH4-].[Na+] (sodium borohydride), OC(CC(=O)OCC)C(F)(F)F (ethyl 3-hydroxyl-4,4,4-trifluorobutyrate), Cl (Hydrochloric acid). Run in CCOCC (ether). Run at time 8 hour. Product: OC(C(F)(F)F)CCO (2,4-Dihydroxy-1,1,1-trifluorobutane), clear liquid. Isolated yield 98.0%. RXN SMILES: [F:1][C:2]([F:12])([F:11])[C:3](=[O:10])[CH2:4][C:5](OCC)=[O:6].OC(C(F)(F)F)CC(OCC)=O.[BH4-].[Na+].Cl>CCOCC>[OH:10][CH:3]([CH2:4][CH2:5][OH:6])[C:2]([F:12])([F:11])[F:1] |f:2.3|. Reported procedure: 2,4-Dihydroxy-1,1,1-trifluorobutane (3) is prepared by sequential reduction of ethyl 4,4,4-trifluoroacetoacetate then ethyl 3-hydroxyl-4,4,4-trifluorobutyrate. Any effective reducing agent can be used. Most preferably, the reactions are conducted as follows. To a solution of ethyl 4,4,4-trifluoroacetoacetate (1) (18.4 g, 100 mmol) in ether (200 mL) is added sodium borohydride (NaBH4) (4 g, 105 mmol) in several portions over a period of 30 min at 0°-5° C. The reaction mixture is stirred at 0°-5° ...